Task: describe an organic reaction: reactants, conditions, products, and yield. Dataset: the Open Reaction Database (ORD), a public repository of structured organic reaction records Reactants: Brc1ccnc2[nH]ccc12, C1CCOC1, [Cl-], CC(C)[Si](Cl)(C(C)C)C(C)C, [H-], [NH4+], [Na+]. Yields the product CC(C)[Si](C(C)C)(C(C)C)n1ccc2c(Br)ccnc21. RXN SMILES: [Br:1][c:2]1[c:3]2[c:4]([n:5][cH:6][cH:7]1)[nH:8][cH:9][cH:10]2.[CH2:26]1[O:27][CH2:28][CH2:29][CH2:30]1.[Cl-:24].[Cl:13][Si:14]([CH:15]([CH3:16])[CH3:17])([CH:18]([CH3:19])[CH3:20])[CH:21]([CH3:22])[CH3:23].[H-:11].[NH4+:25].[Na+:12]>>[Br:1][c:2]1[c:3]2[c:4]([n:5][cH:6][cH:7]1)[n:8]([Si:14]([CH:15]([CH3:16])[CH3:17])([CH:18]([CH3:19])[CH3:20])[CH:21]([CH3:22])[CH3:23])[cH:9][cH:10]2. Reactants: C[O-], CO, CNC(=O)C1CC(SC(C)=O)CN1C, Cl, [Na+]. Yields the product CNC(=O)C1CC(S)CN1C, Cl. Reaction SMILES: [CH3:15][O-:16].[CH3:19][OH:20].[CH3:1][N:2]1[CH:3]([C:11](=[O:12])[NH:13][CH3:14])[CH2:4][CH:5]([S:7][C:8](=[O:9])[CH3:10])[CH2:6]1.[ClH:18].[Na+:17]>>[CH3:1][N:2]1[CH:3]([C:11](=[O:12])[NH:13][CH3:14])[CH2:4][CH:5]([SH:7])[CH2:6]1.[ClH:18]. As a reaction SMILES: [CH:1]1([O:4][N:5]=[C:6]([C:10]2[N:11]=[C:12]([NH:15]C=O)[S:13][CH:14]=2)[C:7]([OH:9])=[O:8])[CH2:3][CH2:2]1.[ClH:18]>CO>[ClH:18].[NH2:15][C:12]1[S:13][CH:14]=[C:10]([C:6](=[N:5][O:4][CH:1]2[CH2:3][CH2:2]2)[C:7]([OH:9])=[O:8])[N:11]=1 |f:3.4|. Run in CO (methanol). Procedure details: A mixture of 2-cyclopropyloxyimino-2-(2-formamidothiazol-4-yl) acetic acid (syn isomer) (255 mg) and conc. hydrochloric acid (0.21 ml) in methanol (1.3 ml) was stirred at 30° to 32° C. for 1.5 hours. The mixture was concentrated in vacuo, triturated with diisopropyl ether, diethyl ether and ethyl acetate in turn. The resultant solid was dried over phosphorus pentoxide to give 2-(2-aminothiazol-4-yl)-2-cyclopropyloxyiminoacetic acid hydrochloride (syn isomer) (265 mg). Run at time 1.5 hour. Yields the product Cl.NC=1SC=C(N1)C(C(=O)O)=NOC1CC1 (2-(2-aminothiazol-4-yl)-2-cyclopropyloxyiminoacetic acid hydrochloride). Reactants: C1(CC1)ON=C(C(=O)O)C=1N=C(SC1)NC=O (2-cyclopropyloxyimino-2-(2-formamidothiazol-4-yl) acetic acid), Cl (hydrochloric acid). As a reaction SMILES: [C:25](=[O:26])([O:27][C:28]([CH3:29])([CH3:30])[CH3:31])[NH:32][CH:33]([CH2:34][CH:35]([CH3:36])[CH3:37])[CH:38]=[O:39].[CH2:8]([Li:9])[CH2:10][CH2:11][CH3:12].[CH3:13][CH2:14][CH2:15][CH2:16][CH2:17][CH3:18].[CH3:19][CH2:20][O:21][C:22]([CH3:23])=[O:24].[CH:1]([NH:2][CH:3]([CH3:4])[CH3:5])([CH3:6])[CH3:7].[ClH:40].[O:41]1[CH2:42][CH2:43][CH2:44][CH2:45]1>>[CH3:19][CH2:20][O:21][C:22]([CH2:23][CH:38]([CH:33]([NH:32][C:25](=[O:26])[O:27][C:28]([CH3:29])([CH3:30])[CH3:31])[CH2:34][CH:35]([CH3:36])[CH3:37])[OH:39])=[O:24]. The product is CCOC(=O)CC(O)C(CC(C)C)NC(=O)OC(C)(C)C. The reactants are CC(C)CC(C=O)NC(=O)OC(C)(C)C, [Li]CCCC, CCCCCC, CCOC(C)=O, CC(C)NC(C)C, Cl, C1CCOC1. Solvent: C1(=CC=CC=C1)OC (anisole), C(Cl)Cl (methylene chloride). The product is FC=1C=CC(=C(C(=O)NC2=NC=C(C=C2)Cl)C1)NC(C1=CC=C(C=C1)N1CCNCCC1)=O (5-Fluoro-2-[4-(hexahydro-1,4-diazepin-1-yl)benzoylamino]-N-(5-chloropyridin-2-yl)benzamide). Reaction conditions: time 8 hour. RXN SMILES: C(OC([N:8]1[CH2:14][CH2:13][CH2:12][N:11]([C:15]2[CH:40]=[CH:39][C:18]([C:19]([NH:21][C:22]3[CH:37]=[CH:36][C:35]([F:38])=[CH:34][C:23]=3[C:24]([NH:26][C:27]3[CH:32]=[CH:31][C:30]([Cl:33])=[CH:29][N:28]=3)=[O:25])=[O:20])=[CH:17][CH:16]=2)[CH2:10][CH2:9]1)=O)(C)(C)C.FC(F)(F)C(O)=O>C(Cl)Cl.C1(OC)C=CC=CC=1>[F:38][C:35]1[CH:36]=[CH:37][C:22]([NH:21][C:19](=[O:20])[C:18]2[CH:17]=[CH:16][C:15]([N:11]3[CH2:12][CH2:13][CH2:14][NH:8][CH2:9][CH2:10]3)=[CH:40][CH:39]=2)=[C:23]([CH:34]=1)[C:24]([NH:26][C:27]1[CH:32]=[CH:31][C:30]([Cl:33])=[CH:29][N:28]=1)=[O:25]. Procedure: To a suspension of 2-[4-(4-t-butoxycarbonylhexahydro-1,4-diazepin-1-yl)benzoylamino]-5-fluoro-N-(5-chloropyridin-2-yl)benzamide (Example P1, 0.59 g) in methylene chloride (3 mL) and anisole (1 mL) was added trifluoroacetic acid (3 mL) dropwise. The mixture was stirred overnight at room temperature before the solvent was evaporated. The residue was purified by using an SCX column. Yield 0.337 g. Starting materials: C(C)(C)(C)OC(=O)N1CCN(CCC1)C1=CC=C(C(=O)NC2=C(C(=O)NC3=NC=C(C=C3)Cl)C=C(C=C2)F)C=C1 (2-[4-(4-t-butoxycarbonylhexahydro-1,4-diazepin-1-yl)benzoylamino]-5-fluoro-N-(5-chloropyridin-2-yl)benzamide), FC(C(=O)O)(F)F (trifluoroacetic acid).